From a dataset of the Open Reaction Database (ORD), a public repository of structured organic reaction records. describe an organic reaction: reactants, conditions, products, and yield Starting materials: O=C(C(=O)O)CCC(=O)O (α-oxo-glutaric acid), ClC=1C=CC2=C([C@H](CNCC2)C)C1 ((R)-8-chloro-1-methyl-2,3,4,5-tetrahydro-1H-3-benzazepine), O=C(C(=O)O)CCC(=O)O (α-Oxo-glutaric acid). The solvent is C(C)(=O)OCC (ethyl acetate), C(C)(=O)OCC (ethyl acetate). Run at time 8 hour. Product: O=C(C(=O)O)CCC(=O)O.ClC=1C=CC2=C([C@H](CNCC2)C)C1 ((R)-8-Chloro-1-methyl-2,3,4,5-tetrahydro-1H-3-benzazepine oxoglutarate salt). As a reaction SMILES: [O:1]=[C:2]([CH2:6][CH2:7][C:8]([OH:10])=[O:9])[C:3]([OH:5])=[O:4].[Cl:11][C:12]1[CH:13]=[CH:14][C:15]2[CH2:21][CH2:20][NH:19][CH2:18][C@H:17]([CH3:22])[C:16]=2[CH:23]=1>C(OCC)(=O)C>[O:1]=[C:2]([CH2:6][CH2:7][C:8]([OH:10])=[O:9])[C:3]([OH:5])=[O:4].[Cl:11][C:12]1[CH:13]=[CH:14][C:15]2[CH2:21][CH2:20][NH:19][CH2:18][C@H:17]([CH3:22])[C:16]=2[CH:23]=1 |f:3.4|. Procedure: (R)-8-Chloro-1-methyl-2,3,4,5-tetrahydro-1H-3-benzazepine oxoglutarate salt was prepared by addition of one equivalent of α-oxo-glutaric acid to a solution of (R)-8-chloro-1-methyl-2,3,4,5-tetrahydro-1H-3-benzazepine in ethyl acetate at 60° C. α-Oxo-glutaric acid in ethyl acetate at 60° C. was added dropwise with vigorous stirring. Precipitation occurred immediately and the suspension was allowed to cool and stir overnight. The resulting solid was recovered by filtration and air-dried in a fume ... Reactants: O=C(O)c1ccncc1, CC[N+](CC)(CC)Cc1ccccc1, Cc1cc(C(=O)c2c(C)nn(C)c2O)c(C)c2c1S(=O)(=O)CCC2(C)C, [Cl-], [Cl-], ClCCCl, Cl, c1ccncc1. Yields the product Cc1cc(C(=O)c2c(C)nn(C)c2OC(=O)c2ccncc2)c(C)c2c1S(=O)(=O)CCC2(C)C. As a reaction SMILES: [C:35]([c:36]1[cH:37][cH:38][n:39][cH:40][cH:41]1)(=[O:42])[OH:43].[CH2:49]([N+:50]([CH2:51][CH3:52])([CH2:53][CH3:54])[CH2:55][CH3:56])[c:57]1[cH:58][cH:59][cH:60][cH:61][cH:62]1.[CH3:1][C:2]1([CH3:26])[CH2:3][CH2:4][S:5](=[O:24])(=[O:25])[c:6]2[c:7]([CH3:23])[cH:8][c:9]([C:13](=[O:14])[c:15]3[c:16]([CH3:22])[n:17][n:18]([CH3:21])[c:19]3[OH:20])[c:10]([CH3:12])[c:11]21.[Cl-:34].[Cl-:48].[Cl:44][CH2:45][CH2:46][Cl:47].[ClH:33].[cH:27]1[cH:28][cH:29][n:30][cH:31][cH:32]1>>[CH3:1][C:2]1([CH3:26])[CH2:3][CH2:4][S:5](=[O:24])(=[O:25])[c:6]2[c:7]([CH3:23])[cH:8][c:9]([C:13](=[O:14])[c:15]3[c:16]([CH3:22])[n:17][n:18]([CH3:21])[c:19]3[O:20][C:35]([c:36]3[cH:37][cH:38][n:39][cH:40][cH:41]3)=[O:42])[c:10]([CH3:12])[c:11]21. The reactants are CC(C)CBr, Cc1cc(F)ccc1N=C1NC(CC(C)C)CS1. Yields the product Cc1cc(F)ccc1N=C1SCC(CC(C)C)N1CC(C)C. As a reaction SMILES: [CH2:19]([CH:20]([CH3:21])[CH3:22])[Br:23].[F:1][c:2]1[cH:3][c:4]([CH3:18])[c:5]([N:8]=[C:9]2[S:10][CH2:11][CH:12]([CH2:14][CH:15]([CH3:16])[CH3:17])[NH:13]2)[cH:6][cH:7]1>>[F:1][c:2]1[cH:3][c:4]([CH3:18])[c:5]([N:8]=[C:9]2[S:10][CH2:11][CH:12]([CH2:14][CH:15]([CH3:16])[CH3:17])[N:13]2[CH2:19][CH:20]([CH3:21])[CH3:22])[cH:6][cH:7]1. Starting materials: C(C)(=O)C1=CC=C(C=C1)NC1=NC2=C(N1CCC1OCCO1)C=C(C=C2)C(=O)N(CCC(C)C)CCC(C)C (2-[(4-acetylphenyl)amino]-1-[2-(1,3-dioxolan-2-yl)ethyl]-N,N-bis(3-methylbutyl)-1H-benzimidazole-6-carboxamide), Cl (hydrochloric acid). Run in O1CCCC1 (tetrahydrofuran). Reaction conditions: temperature 20 celsius, time 18 hour. Product: C(C)(=O)C1=CC=C(C=C1)NC1=NC2=C(N1CCC=O)C=C(C=C2)C(=O)N(CCC(C)C)CCC(C)C (2-[(4-acetylphenyl)amino]-N,N-bis(3-methylbutyl)-1-(3-oxopropyl)-1H-benzimidazole-6-carboxamide), foam. Yield: 99.0%. As a reaction SMILES: [C:1]([C:4]1[CH:9]=[CH:8][C:7]([NH:10][C:11]2[N:15]([CH2:16][CH2:17][CH:18]3OCC[O:19]3)[C:14]3[CH:23]=[C:24]([C:27]([N:29]([CH2:35][CH2:36][CH:37]([CH3:39])[CH3:38])[CH2:30][CH2:31][CH:32]([CH3:34])[CH3:33])=[O:28])[CH:25]=[CH:26][C:13]=3[N:12]=2)=[CH:6][CH:5]=1)(=[O:3])[CH3:2].Cl>O1CCCC1>[C:1]([C:4]1[CH:9]=[CH:8][C:7]([NH:10][C:11]2[N:15]([CH2:16][CH2:17][CH:18]=[O:19])[C:14]3[CH:23]=[C:24]([C:27]([N:29]([CH2:30][CH2:31][CH:32]([CH3:34])[CH3:33])[CH2:35][CH2:36][CH:37]([CH3:39])[CH3:38])=[O:28])[CH:25]=[CH:26][C:13]=3[N:12]=2)=[CH:6][CH:5]=1)(=[O:3])[CH3:2]. Reported procedure: A solution of 2-[(4-acetylphenyl)amino]-1-[2-(1,3-dioxolan-2-yl)ethyl]-N,N-bis(3-methylbutyl)-1H-benzimidazole-6-carboxamide (900 mg) in a mixture of tetrahydrofuran (30 ml) and aqueous hydrochloric acid (3N, 40 ml) is stirred for 18 hours at a temperature of approximately 20° C. then concentrated under reduced pressure at 40° C. Dichloromethane (100 ml) is added to the remaining aqueous phase. After decantation and extractions, the combined organic phases are washed with salt water, dried over ... Procedure: in THF (30 mL) was added n-BuLi (1.6 M. 5.8 mmol). After 30 minutes 4-(triisopropylsilyloxy)benzaldehyde (1.5 g, 5.3 mmol) in THF (2 mL) was added into the reaction mixture. The reaction mixture was warmed to room temperature and quenched with aq. NH4Cl. The water phase was extracted with EtOAc and the combined extracts were washed with brine, dried over Na2SO4, and concentrated in vaccuo to provide the crude product. Purification by silica gel chromatography provide (4-chlorophenyl)(4-(triisopr... The yield is 88.1%. Run in O (water), O (water), CN(C)C=O (DMF), C1CCOC1 (THF). The reactants are 12h, BrCCCCCCCCBr (1,8-dibromooctane), C(=O)([O-])[O-].[K+].[K+] (K2CO3), ClC1=CC=C(C=C1)C(O)C1=CC=C(C=C1)O[Si](C(C)C)(C(C)C)C(C)C ((4-Chlorophenyl)(4-(triisopropylsilyloxy)phenyl)methanol), afford4-((4-chlorophenyl)(hydroxy)methyl)phenol, CCCC[N+](CCCC)(CCCC)CCCC.[F-] (TBAF). Product: BrCCCCCCCCOC1=CC=C(C=C1)C(O)C1=CC=C(C=C1)Cl ((4-(8-bromooctyloxy)phenyl)(4-chlorophenyl)methanol). RXN SMILES: [Cl:1][C:2]1[CH:7]=[CH:6][C:5]([CH:8]([C:10]2[CH:15]=[CH:14][C:13]([O:16][Si](C(C)C)(C(C)C)C(C)C)=[CH:12][CH:11]=2)[OH:9])=[CH:4][CH:3]=1.CCCC[N+](CCCC)(CCCC)CCCC.[F-].[Br:45][CH2:46][CH2:47][CH2:48][CH2:49][CH2:50][CH2:51][CH2:52][CH2:53]Br.C([O-])([O-])=O.[K+].[K+]>C1COCC1.CN(C=O)C.O>[Br:45][CH2:46][CH2:47][CH2:48][CH2:49][CH2:50][CH2:51][CH2:52][CH2:53][O:16][C:13]1[CH:12]=[CH:11][C:10]([CH:8]([C:5]2[CH:4]=[CH:3][C:2]([Cl:1])=[CH:7][CH:6]=2)[OH:9])=[CH:15][CH:14]=1 |f:1.2,4.5.6|. Run at time 15 minute. Starting materials: Br.ClCCCCC1=CC=C(C=C1)C=1N=C(SC1)N (4-(4-(4-chlorobutyl)phenyl)-2-aminothiazole hydrobromide), Cl.FC(C=1C=C(C=CC1)N1CCNCC1)(F)F (N-(3-trifluoromethylphenyl)piperazine hydrochloride), C(C)(C)N(CC)C(C)C (diisopropylethylamine), C([O-])([O-])=O.[Na+].[Na+] (sodium carbonate), [I-].[Na+] (sodium iodide). Solvent: CC(=O)CC(C)C (methylisobutylketone). Yields the product FC(C=1C=C(C=CC1)N1CCN(CC1)CCCCC1=CC=C(C=C1)C=1N=C(SC1)N)(F)F (4-(4-(4-(4-(3-Trifluoromethylphenyl)piperazinyl)butyl)-phenyl)-2-aminothiazole). Reaction SMILES: Br.Cl[CH2:3][CH2:4][CH2:5][CH2:6][C:7]1[CH:12]=[CH:11][C:10]([C:13]2[N:14]=[C:15]([NH2:18])[S:16][CH:17]=2)=[CH:9][CH:8]=1.Cl.[F:20][C:21]([F:35])([F:34])[C:22]1[CH:23]=[C:24]([N:28]2[CH2:33][CH2:32][NH:31][CH2:30][CH2:29]2)[CH:25]=[CH:26][CH:27]=1.C(N(C(C)C)CC)(C)C.C(=O)([O-])[O-].[Na+].[Na+].[I-].[Na+]>CC(CC(C)C)=O>[F:35][C:21]([F:20])([F:34])[C:22]1[CH:23]=[C:24]([N:28]2[CH2:33][CH2:32][N:31]([CH2:3][CH2:4][CH2:5][CH2:6][C:7]3[CH:12]=[CH:11][C:10]([C:13]4[N:14]=[C:15]([NH2:18])[S:16][CH:17]=4)=[CH:9][CH:8]=3)[CH2:30][CH2:29]2)[CH:25]=[CH:26][CH:27]=1 |f:0.1,2.3,5.6.7,8.9|. Reported procedure: To a 125 ml round-bottomed flask equipped with condenser and N2 inlet were added 2.61 g (7.5 mmol) of 4-(4-(4-chlorobutyl)phenyl)-2-aminothiazole hydrobromide, 2.0 g (7.5 mmol) of N-(3-trifluoromethylphenyl)piperazine hydrochloride, 2.62 ml (15.0 mmol) of diisopropylethylamine, 1.59 g (15.0 mmol) of sodium carbonate, 5 mg of sodium iodide, and 50 ml of methylisobutylketone. The reaction was heated at reflux for 3.5 days, cooled, and the precipitate filtered, and the filtrate evaporated. The resi... The reactants are ClC1=CC=C(C=C1)SC1=CN=C(O1)C1CCOCC1 (5-[(4-chlorophenyl)sulfanyl]-2-(tetrahydro-2H-pyran-4-yl)-1,3-oxazole), C1CC(=O)N(C1=O)Br (NBS). Solvent: C(Cl)Cl (DCM). Conditions: time 16 hour. Yields the product BrC=1N=C(OC1SC1=CC=C(C=C1)Cl)C1CCOCC1 (4-bromo-5-[(4-chlorophenyl)sulfanyl]-2-(tetrahydro-2 H-pyran-4-yl)-1,3-oxazole). Yield: 93.4%. As a reaction SMILES: [Cl:1][C:2]1[CH:7]=[CH:6][C:5]([S:8][C:9]2[O:13][C:12]([CH:14]3[CH2:19][CH2:18][O:17][CH2:16][CH2:15]3)=[N:11][CH:10]=2)=[CH:4][CH:3]=1.C1C(=O)N([Br:27])C(=O)C1>C(Cl)Cl>[Br:27][C:10]1[N:11]=[C:12]([CH:14]2[CH2:19][CH2:18][O:17][CH2:16][CH2:15]2)[O:13][C:9]=1[S:8][C:5]1[CH:4]=[CH:3][C:2]([Cl:1])=[CH:7][CH:6]=1. Procedure details: To a solution of 5-[(4-chlorophenyl)sulfanyl]-2-(tetrahydro-2H-pyran-4-yl)-1,3-oxazole (521 g, 17.61 mmol) in DCM (176 ml) was added NBS (3.45 g, 19.38 mmol) and the reaction mixture was stirred at RT for 16 h. The reaction mixture was concentrated in vacuo and purified by flash chromatography (silica 330 g, 5 to 30% EtOAc in hexane), to give 4-bromo-5-[(4-chlorophenyl)sulfanyl]-2-(tetrahydro-2 H-pyran-4-yl)-1,3-oxazole (6.16 g). MS: M+H=376. H′NMR (400 MHz, CDCl3) δ: 7.28 (d, J=8.4 Hz, 2 H), 7.... Starting materials: BrCCCCCBr, O=C([O-])[O-], CN1CCCC1=O, [K+], [K+], Oc1cccc2[nH]ccc12. Product: BrCCCCCOc1cccc2[nH]ccc12. As a reaction SMILES: [Br:11][CH2:12][CH2:13][CH2:14][CH2:15][CH2:16][Br:17].[C:18](=[O:19])([O-:20])[O-:21].[CH3:24][N:25]1[CH2:26][CH2:27][CH2:28][C:29]1=[O:30].[K+:22].[K+:23].[OH:1][c:2]1[c:3]2[cH:4][cH:5][nH:6][c:7]2[cH:8][cH:9][cH:10]1>>[O:1]([c:2]1[c:3]2[cH:4][cH:5][nH:6][c:7]2[cH:8][cH:9][cH:10]1)[CH2:16][CH2:15][CH2:14][CH2:13][CH2:12][Br:11].